Dataset: the Open Reaction Database (ORD), a public repository of structured organic reaction records. Task: describe an organic reaction: reactants, conditions, products, and yield Starting materials: C(C1=CC=CC=C1)OC1=C(C=CC(=C1)I)N1CC(NS1(=O)=O)=O (5-(2-benzyloxy-4-iodophenyl)-1,1-dioxo-1,2,5-thiadiazolidin-3-one), O1C=C(C=C1)B(O)O (furan-3-boronic acid), P(=O)([O-])([O-])[O-].[K+].[K+].[K+] (potassium phosphate), CCOC(=O)C (EtOAc). The reagents and catalysts are [Pd].C1=CC=C(C=C1)P([C-]2C=CC=C2)C3=CC=CC=C3.C1=CC=C(C=C1)P([C-]2C=CC=C2)C3=CC=CC=C3.[Fe+2] (palladium dppf). Run in C(OC)COC.O (glyme water). Conditions: temperature 120 celsius. Product: C(C1=CC=CC=C1)OC1=C(C=CC(=C1)C1=COC=C1)N1CC(NS1(=O)=O)=O (5-(2-Benzyloxy-4-furan-3-yl-phenyl)-1,1-dioxo-1,2,5-thiadiazolidin-3-one). Reaction SMILES: [CH2:1]([O:8][C:9]1[CH:14]=[C:13](I)[CH:12]=[CH:11][C:10]=1[N:16]1[S:20](=[O:22])(=[O:21])[NH:19][C:18](=[O:23])[CH2:17]1)[C:2]1[CH:7]=[CH:6][CH:5]=[CH:4][CH:3]=1.[O:24]1[CH:28]=[CH:27][C:26](B(O)O)=[CH:25]1.P([O-])([O-])([O-])=O.[K+].[K+].[K+].CCOC(C)=O>C(COC)OC.O.[Pd].C1C=CC(P(C2C=CC=CC=2)[C-]2C=CC=C2)=CC=1.C1C=CC(P(C2C=CC=CC=2)[C-]2C=CC=C2)=CC=1.[Fe+2]>[CH2:1]([O:8][C:9]1[CH:14]=[C:13]([C:26]2[CH:27]=[CH:28][O:24][CH:25]=2)[CH:12]=[CH:11][C:10]=1[N:16]1[S:20](=[O:22])(=[O:21])[NH:19][C:18](=[O:23])[CH2:17]1)[C:2]1[CH:7]=[CH:6][CH:5]=[CH:4][CH:3]=1 |f:2.3.4.5,7.8,9.10.11.12|. Reported procedure: A mixture of 5-(2-benzyloxy-4-iodophenyl)-1,1-dioxo-1,2,5-thiadiazolidin-3-one (163 mg, 0.37 mmol), furan-3-boronic acid (62 mg, 0.550 mmol), potassium phosphate (235 mg, 1.1 mmol), and palladium dppf (9 mg, 0.011 mmol) in 6 mL of glyme/water (9:1) is heated in a microwave apparatus at 120° C. for 25 min. The mixture is poured into EtOAc and extracted with 1N HCl and saturated NaCl. The organic phase is dried and the solvent removed is under reduced pressure to leave a crude semi-solid that is c... Starting materials: C(C1=CC=CC=C1)N1CC(C=C(C1)O)=O (1-benzyl-3-oxo-5-hydroxy-1,2,3,6-tetrahydropyridine), COC(\C=C(\C)/N)=O (methyl-3-aminocrotonate), FC(C1=C(C=O)C=CC=C1)(F)F (o-trifluoromethylbenzaldehyde). The solvent is C(C)O (ethanol). Product: COC(=O)C1=C(NC=2CN(CC(C2C1C1=C(C=CC=C1)C(F)(F)F)=O)CC1=CC=CC=C1)C (1,4,5,6,7,8-Hexahydro-2-methyl-5-oxo-7-(phenylmethyl)-4-[2-(trifluoromethyl)phenyl]-1,7-naphthyridine-3-carboxylic acid methyl ester). Reaction SMILES: [CH2:1]([N:8]1[CH2:13][C:12](O)=[CH:11][C:10](=[O:15])[CH2:9]1)[C:2]1[CH:7]=[CH:6][CH:5]=[CH:4][CH:3]=1.[CH3:16][O:17][C:18](=[O:23])/[CH:19]=[C:20](\[NH2:22])/[CH3:21].[F:24][C:25]([F:35])([F:34])[C:26]1[CH:33]=[CH:32][CH:31]=[CH:30][C:27]=1[CH:28]=O>C(O)C>[CH3:16][O:17][C:18]([C:19]1[CH:28]([C:27]2[CH:30]=[CH:31][CH:32]=[CH:33][C:26]=2[C:25]([F:24])([F:34])[F:35])[C:11]2[C:10](=[O:15])[CH2:9][N:8]([CH2:1][C:2]3[CH:3]=[CH:4][CH:5]=[CH:6][CH:7]=3)[CH2:13][C:12]=2[NH:22][C:20]=1[CH3:21])=[O:23]. Reported procedure: A mixture of 8.5 g. of 1-benzyl-3-oxo-5-hydroxy-1,2,3,6-tetrahydropyridine, 4.75 g. of methyl-3-aminocrotonate (97%), 6.96 g. of o-trifluoromethylbenzaldehyde and 125 ml. of ethanol was refluxed for 2 hours. The mixture was filtered while hot and the filtrate was allowed to cool to room temperature. The solid was separated by filtration. Recrystallization from ethanol afforded the title compound, m.p. 225°-227° C. The reactants are COc1ccc(C(=O)O)c2sc(C(F)(F)F)nc12, CN(C)c1ccccn1, ClCCl, O=[N+]([O-])c1ccc(O)cc1. The product is COc1ccc(C(=O)Oc2ccc([N+](=O)[O-])cc2)c2sc(C(F)(F)F)nc12. As a reaction SMILES: [CH3:1][O:2][c:3]1[cH:4][cH:5][c:6]([C:16](=[O:17])[OH:18])[c:7]2[c:8]1[n:9][c:10]([C:12]([F:13])([F:14])[F:15])[s:11]2.[CH3:29][N:30]([c:31]1[cH:32][cH:33][cH:34][cH:35][n:36]1)[CH3:37].[Cl:38][CH2:39][Cl:40].[N+:19](=[O:20])([O-:21])[c:22]1[cH:23][cH:24][c:25]([OH:28])[cH:26][cH:27]1>>[CH3:1][O:2][c:3]1[cH:4][cH:5][c:6]([C:16]([O:17][c:25]2[cH:24][cH:23][c:22]([N+:19](=[O:20])[O-:21])[cH:27][cH:26]2)=[O:18])[c:7]2[c:8]1[n:9][c:10]([C:12]([F:13])([F:14])[F:15])[s:11]2. Reactants: N(=[N+]=[N-])C=1C(CC[C@@]2(C3=CC=C(C=C3CCC12)Cl)C)=O ((R) -1-azido-7-chloro-4,4a, 9,10-tetrahydro-4a-methyl-2 (3H) -phenanthreneone), C1(=CC=CC=C1)P(C1=CC=CC=C1)C1=CC=CC=C1 (triphenylphosphine). Solvent: O1CCCC1 (tetrahydrofuran), O (water). Product: NC=1C(CC[C@@]2(C3=CC=C(C=C3CCC12)Cl)C)=O ((R)-1-amino-7-chloro-4,4a,9,10-tetrahydro-4a-methyl-2(3H)-phenanthreneone). The yield is 22.0%. As a reaction SMILES: [N:1]([C:4]1[C:5](=[O:20])[CH2:6][CH2:7][C@@:8]2([CH3:19])[C:17]=1[CH2:16][CH2:15][C:14]1[C:9]2=[CH:10][CH:11]=[C:12]([Cl:18])[CH:13]=1)=[N+]=[N-].C1(P(C2C=CC=CC=2)C2C=CC=CC=2)C=CC=CC=1>O1CCCC1.O>[NH2:1][C:4]1[C:5](=[O:20])[CH2:6][CH2:7][C@@:8]2([CH3:19])[C:17]=1[CH2:16][CH2:15][C:14]1[C:9]2=[CH:10][CH:11]=[C:12]([Cl:18])[CH:13]=1. Reported procedure: To a solution of (R) -1-azido-7-chloro-4,4a, 9,10-tetrahydro-4a-methyl-2 (3H) -phenanthreneone (0.210 g, 0.730 mmol) in tetrahydrofuran (8 mL) and water (1 mL) was added triphenylphosphine (0.325 g, 1.24 mmol). After refluxing for 20 minutes the mixture was cooled and the tetrahydrofuran evaporated. The resulting system was diluted with toluene (8 mL) and refluxed for 16 hours. The mixture was evaporated and the residue was purified by chromatography (Chromatotron, Harrison Research, Palo Alto, ... Reactants: COc1c(N(C)C)cc(C(O)CS(C)(=O)=O)cc1N(C)C, CS(C)=O, N#CCCNc1ccccc1. Product: COc1c(N(C)C)cc(CC(C#N)=CNc2ccccc2)cc1N(C)C. As a reaction SMILES: [CH3:1][N:2]([c:3]1[cH:4][c:5]([CH:6]([OH:7])[CH2:8][S:9]([CH3:10])(=[O:11])=[O:12])[cH:13][c:14]([N:18]([CH3:19])[CH3:20])[c:15]1[O:16][CH3:17])[CH3:21].[CH3:33][S:34]([CH3:35])=[O:36].[NH:22]([c:23]1[cH:24][cH:25][cH:26][cH:27][cH:28]1)[CH2:29][CH2:30][C:31]#[N:32]>>[CH3:1][N:2]([c:3]1[cH:4][c:5]([CH2:6][C:30](=[CH:29][NH:22][c:23]2[cH:24][cH:25][cH:26][cH:27][cH:28]2)[C:31]#[N:32])[cH:13][c:14]([N:18]([CH3:19])[CH3:20])[c:15]1[O:16][CH3:17])[CH3:21].